Dataset: the Open Reaction Database (ORD), a public repository of structured organic reaction records. Task: describe an organic reaction: reactants, conditions, products, and yield Starting materials: FC=1C(N(C=C(C1)B1OC(C(O1)(C)C)(C)C)C)=O (3-Fluoro-1-methyl-5-(4,4,5,5-tetramethyl-1,3,2-dioxaborolan-2-yl)pyridin-2-one), BrC1=C(C=CC(=C1)S(=O)(=O)CC)OCC1CC1 (2-bromo-1-(cyclopropylmethoxy)-4-ethylsulfonylbenzene), BrC1=C(C=CC(=C1)S(=O)(=O)C)OCC1CC1 (2-bromo-1-(cyclopropylmethoxy)-4-methanesulfonylbenzene). Product: C1(CC1)C=1C(N(C=C(C1)C1=C(C=CC(=C1)S(=O)(=O)CC)OCC1CC1)C)=O (3-cyclopropyl-5-[2-(cyclopropylmethoxy)-5-ethylsulfonylphenyl]-1-methylpyridin-2-one). RXN SMILES: F[C:2]1[C:3](=[O:18])[N:4]([CH3:17])[CH:5]=[C:6](B2OC(C)(C)C(C)(C)O2)[CH:7]=1.Br[C:20]1[CH:25]=[C:24]([S:26]([CH2:29][CH3:30])(=[O:28])=[O:27])[CH:23]=[CH:22][C:21]=1[O:31][CH2:32][CH:33]1[CH2:35][CH2:34]1.BrC1C=C(S(C)(=O)=O)C=CC=1OC[CH:49]1[CH2:51][CH2:50]1>>[CH:49]1([C:2]2[C:3](=[O:18])[N:4]([CH3:17])[CH:5]=[C:6]([C:20]3[CH:25]=[C:24]([S:26]([CH2:29][CH3:30])(=[O:28])=[O:27])[CH:23]=[CH:22][C:21]=3[O:31][CH2:32][CH:33]3[CH2:35][CH2:34]3)[CH:7]=2)[CH2:51][CH2:50]1. Reported procedure: The title compound was prepared in a manner similar to Example 119, substituting 3-cyclopropyl-1-methyl-5-(4,4,5,5-tetramethyl-1,3,2-dioxaborolan-2-yl)pyridin-2-one for 3-Fluoro-1-methyl-5-(4,4,5,5-tetramethyl-1,3,2-dioxaborolan-2-yl)pyridin-2-one and 2-bromo-1-(cyclopropylmethoxy)-4-ethylsulfonylbenzene for 2-bromo-1-(cyclopropylmethoxy)-4-methanesulfonylbenzene. 1H NMR (400 MHz, DMSO-d6) δ ppm 0.33-0.41 (m, 2H) 0.55-0.61 (m, 2H) 0.63-0.69 (m, 2H) 0.83-0.91 (m, 2H) 1.07-1.14 (m, 3H) 1.19-1.25 (... Starting materials: C1CC12CC(NCC2)CNC2=C(C(=O)OC)C=C(C=C2)Cl ((±) methyl 2-(6-azaspiro[2.5]octan-5-ylmethylamino)-5-chlorobenzoate), C1CC12CC(NCC2)CNC2=C(C(=O)OC)C=C(C=C2)Cl ((±) methyl 2-(6-azaspiro[2.5]octan-5-ylmethylamino)-5-chlorobenzoate), OC1=CC=CC=2NN=NC21 (hydroxybenzotriazole), O-(benzotriazol-1-yl)-N,N,N′N′-tetramethyluronium hexafluorophosphate HCl, FC1=CC=C(C=C1)C1=C(N=C(S1)C)C(=O)O (5-(4-fluorophenyl)-2-methylthiazole-4-carboxylic acid). The solvent is ClCCl (dichloromethane). Reaction conditions: time 1 hour. Product: ClC=1C=CC(=C(C(=O)OC)C1)NCC1CC2(CC2)CCN1C(=O)C=1N=C(SC1C1=CC=C(C=C1)F)C ((±)methyl 5-chloro-2-((6-(5-(4-fluorophenyl)-2-methylthiazole-4-carbonyl)-6-azaspiro[2.5]octan-5-yl)methylamino)benzoate). As a reaction SMILES: OC1C2N=NNC=2C=CC=1.[F:11][C:12]1[CH:17]=[CH:16][C:15]([C:18]2[S:22][C:21]([CH3:23])=[N:20][C:19]=2[C:24]([OH:26])=O)=[CH:14][CH:13]=1.[CH2:27]1[C:29]2([CH2:34][CH2:33][NH:32][CH:31]([CH2:35][NH:36][C:37]3[CH:46]=[CH:45][C:44]([Cl:47])=[CH:43][C:38]=3[C:39]([O:41][CH3:42])=[O:40])[CH2:30]2)[CH2:28]1>ClCCl>[Cl:47][C:44]1[CH:45]=[CH:46][C:37]([NH:36][CH2:35][CH:31]2[N:32]([C:24]([C:19]3[N:20]=[C:21]([CH3:23])[S:22][C:18]=3[C:15]3[CH:14]=[CH:13][C:12]([F:11])=[CH:17][CH:16]=3)=[O:26])[CH2:33][CH2:34][C:29]3([CH2:27][CH2:28]3)[CH2:30]2)=[C:38]([CH:43]=1)[C:39]([O:41][CH3:42])=[O:40]. Procedure details: To a solution of hydroxybenzotriazole (13 mg, 0.097 mmol) and O-(benzotriazol-1-yl)-N,N,N′N′-tetramethyluronium hexafluorophosphate HCl (23 mg, 0.12 mmol) in anhydrous dichloromethane (2 ml), 5-(4-fluorophenyl)-2-methylthiazole-4-carboxylic acid (23 mg, 0.097 mmole) was added and the resulting solution was stirred 1 h at room temperature. (±) methyl 2-(6-azaspiro[2.5]octan-5-ylmethylamino)-5-chlorobenzoate (intermediate 10) (20 mg, 0.08 mmol) was added and the resulting mixture was stirred at th... The reactants are CCOC(C)=O, CCOC(C)=O, CCCCCC, COc1cc(-c2nn(C)c(C(N)=O)c2C)c(F)cc1Cl, O=C(OC(=O)C(F)(F)F)C(F)(F)F, C1COCCO1, c1ccncc1. The product is COc1cc(-c2nn(C)c(C#N)c2C)c(F)cc1Cl. RXN SMILES: [C:52]([O:53][CH2:54][CH3:55])(=[O:56])[CH3:57].[CH3:46][CH2:47][O:48][C:49](=[O:50])[CH3:51].[CH3:58][CH2:59][CH2:60][CH2:61][CH2:62][CH3:63].[Cl:1][c:2]1[cH:3][c:4]([F:20])[c:5](-[c:10]2[n:11][n:12]([CH3:19])[c:13]([C:16]([NH2:17])=[O:18])[c:14]2[CH3:15])[cH:6][c:7]1[O:8][CH3:9].[F:33][C:34]([F:35])([F:36])[C:37]([O:38][C:39](=[O:40])[C:41]([F:42])([F:43])[F:44])=[O:45].[O:21]1[CH2:22][CH2:23][O:24][CH2:25][CH2:26]1.[cH:27]1[cH:28][cH:29][n:30][cH:31][cH:32]1>>[Cl:1][c:2]1[cH:3][c:4]([F:20])[c:5](-[c:10]2[n:11][n:12]([CH3:19])[c:13]([C:16]#[N:17])[c:14]2[CH3:15])[cH:6][c:7]1[O:8][CH3:9]. Reactants: CC(C)OP(=O)(OC(C)C)C(Br)P(=O)(OC(C)C)OC(C)C, Cn1c(C(F)(F)F)cc(=O)n(-c2cc(C=O)c(Cl)cc2F)c1=O, [H-], [Na+]. Product: CC(C)OP(=O)(OC(C)C)C(Br)=Cc1cc(-n2c(=O)cc(C(F)(F)F)n(C)c2=O)c(F)cc1Cl. As a reaction SMILES: [Br:1][CH:2]([P:3]([O:4][CH:5]([CH3:6])[CH3:7])(=[O:8])[O:9][CH:10]([CH3:11])[CH3:12])[P:13]([O:14][CH:15]([CH3:16])[CH3:17])(=[O:18])[O:19][CH:20]([CH3:21])[CH3:22].[Cl:25][c:26]1[c:27]([CH:28]=[O:29])[cH:30][c:31](-[n:35]2[c:36](=[O:47])[n:37]([CH3:46])[c:38]([C:42]([F:43])([F:44])[F:45])[cH:39][c:40]2=[O:41])[c:32]([F:34])[cH:33]1.[H-:23].[Na+:24]>>[Br:1][C:2]([P:13]([O:14][CH:15]([CH3:16])[CH3:17])(=[O:18])[O:19][CH:20]([CH3:21])[CH3:22])=[CH:28][c:27]1[c:26]([Cl:25])[cH:33][c:32]([F:34])[c:31](-[n:35]2[c:36](=[O:47])[n:37]([CH3:46])[c:38]([C:42]([F:43])([F:44])[F:45])[cH:39][c:40]2=[O:41])[cH:30]1. Reactants: CC(C)(C)OC(=O)N1CCCCC1CNc1ncnc2ccccc12, O=C(O)C(F)(F)F. Product: c1ccc2c(NCC3CCCCN3)ncnc2c1. Reaction SMILES: [C:1]([O:2][C:3](=[O:4])[N:8]1[CH:9]([CH2:14][NH:15][c:16]2[n:17][cH:18][n:19][c:20]3[cH:21][cH:22][cH:23][cH:24][c:25]23)[CH2:10][CH2:11][CH2:12][CH2:13]1)([CH3:5])([CH3:6])[CH3:7].[OH:26][C:27]([C:28]([F:29])([F:30])[F:31])=[O:32]>>[NH:8]1[CH:9]([CH2:14][NH:15][c:16]2[n:17][cH:18][n:19][c:20]3[cH:21][cH:22][cH:23][cH:24][c:25]23)[CH2:10][CH2:11][CH2:12][CH2:13]1. Reactants: [Na+].[I-] (NaI), COC1=CC=C(CCl)C=C1 (4-methoxybenzyl chloride), C(C(C)C)(=O)OCC (Ethyl iso-butyrate), C(C)(C)[N-]C(C)C.[Li+] (lithium N,N-diisopropyl amide). The solvent is CN(C)P(=O)(N(C)C)N(C)C (HMPA), O1CCCC1 (tetrahydrofuran). Conditions: time 16 hour. Yields the product CC(C(=O)OCC)(CC1=CC=C(C=C1)OC)C (ethyl 2,2-dimethyl-3-(4-methoxyphenyl)propanoate). The yield is 91.4%. As a reaction SMILES: [C:1]([O:6][CH2:7][CH3:8])(=[O:5])[CH:2]([CH3:4])[CH3:3].C([N-]C(C)C)(C)C.[Li+].[Na+].[I-].[CH3:19][O:20][C:21]1[CH:28]=[CH:27][C:24]([CH2:25]Cl)=[CH:23][CH:22]=1>O1CCCC1.CN(P(N(C)C)(N(C)C)=O)C>[CH3:3][C:2]([CH3:4])([CH2:25][C:24]1[CH:27]=[CH:28][C:21]([O:20][CH3:19])=[CH:22][CH:23]=1)[C:1]([O:6][CH2:7][CH3:8])=[O:5] |f:1.2,3.4|. Procedure: Ethyl iso-butyrate (35.0 g, 0.30 mol) was added to a solution of lithium N,N-diisopropyl amide (prepared from N,N-diisopropylamine (38.1 g, 0.38 mol) and n-BuLi (207 mL, 0.33 mol, 1.6 M solution in hexanes)) in dry tetrahydrofuran (1 L) at −78° C. over a 30 min period under N2 atmosphere. After the addition was complete, the reaction was stirred for 1 h after which HMPA (100 mL), NaI (67.0 g, 0.44 mol) and 4-methoxybenzyl chloride (39.3 g, 0.25 mol) were added sequentially. The reaction was then...